This data is from the Open Reaction Database (ORD), a public repository of structured organic reaction records. The task is: describe an organic reaction: reactants, conditions, products, and yield Starting materials: C(C1=CC=CC=C1)ON1C(N(C2=C(C1=O)C=C(C(=N2)N2CCCC2)F)C2CC2)=O (3-benzyloxy-1-cyclopropyl-6-fluoro-7-pyrrolidin-1-yl-1H-pyrido[2,3-d]pyrimidine-2,4-dione). The reagents and catalysts are [Pd] (Pd/C). Run in CO (MeOH), [H][H] (hydrogen). The product is C1(CC1)N1C(N(C(C2=C1N=C(C(=C2)F)N2CCCC2)=O)O)=O (1-Cyclopropyl-6-fluoro-3-hydroxy-7-pyrrolidin-1-yl-1H-pyrido[2,3-d]pyrimidine-2,4-dione). Isolated yield 85.9%. As a reaction SMILES: C([O:8][N:9]1[C:14](=[O:15])[C:13]2[CH:16]=[C:17]([F:25])[C:18]([N:20]3[CH2:24][CH2:23][CH2:22][CH2:21]3)=[N:19][C:12]=2[N:11]([CH:26]2[CH2:28][CH2:27]2)[C:10]1=[O:29])C1C=CC=CC=1>CO.[H][H].[Pd]>[CH:26]1([N:11]2[C:12]3[N:19]=[C:18]([N:20]4[CH2:24][CH2:23][CH2:22][CH2:21]4)[C:17]([F:25])=[CH:16][C:13]=3[C:14](=[O:15])[N:9]([OH:8])[C:10]2=[O:29])[CH2:28][CH2:27]1. Procedure details: A suspension of 3-benzyloxy-1-cyclopropyl-6-fluoro-7-pyrrolidin-1-yl-1H-pyrido[2,3-d]pyrimidine-2,4-dione (Example K-2, 60 mg, 0.152 mmol) and 10% Pd/C (30 mg) in MeOH (3 mL) was stirred at room temperature in hydrogen atmosphere provided by a balloon for 30 minutes. Filtration and concentration of the filtrate gave a solid residue, which was further washed with 10% of dichloromethane/hexane to give 40 mg of the title compound as powder, mp 238° C. (decomp.). The reactants are O1CC(CC1)CNC(=C[N+](=O)[O-])SC (1-[{(tetrahydro-3-furanyl)methyl}amino]-1-methylthio-2-nitroethylene), CN (methylamine). Solvent: CO (methanol), [OH-].[Na+] (sodium hydroxide), C(C)O (ethanol). Run at time 5 hour. Product: O1CC(CC1)CNC(=C[N+](=O)[O-])NC (1-[{(tetrahydro-3-furanyl)methyl}amino]-l-methylamino-2-nitroethylene). As a reaction SMILES: [O:1]1[CH2:5][CH2:4][CH:3]([CH2:6][NH:7][C:8](SC)=[CH:9][N+:10]([O-:12])=[O:11])[CH2:2]1.[CH3:15][NH2:16]>CO.[OH-].[Na+].C(O)C>[O:1]1[CH2:5][CH2:4][CH:3]([CH2:6][NH:7][C:8]([NH:16][CH3:15])=[CH:9][N+:10]([O-:12])=[O:11])[CH2:2]1 |f:3.4|. Procedure: A mixture comprising 7.0 g of (tetrahydro-3-furanyl)methylamine, 12.5 g of 1,1-bis(methylthio)-2-nitroethylene and 100 ml of acetonitrile was refluxed for 5 hours. The reaction mixture was concentrated under a reduced pressure, and purified by silica gel column chromatography (eluent: ethyl acetate/hexane=1/1) to give 6.6 g of 1-[{tetrahydro-3-furanyl)methyl}amino]-1-methylthio-2-nitroethylene. Then, a mixture comprising 4.0 g of the 1-[{(tetrahydro-3-furanyl)methyl}amino]-1-methylthio-2-nitroet... The reactants are CC(C)CC(N)C(=O)O, COCCOC(=O)Cl, [Na+], [OH-], O. Yields the product COCCOC(=O)NC(CC(C)C)C(=O)O. Reaction SMILES: [CH3:1][CH:2]([CH3:3])[CH2:4][CH:5]([NH2:6])[C:7]([OH:8])=[O:9].[Cl:10][C:11](=[O:12])[O:13][CH2:14][CH2:15][O:16][CH3:17].[Na+:20].[OH-:19].[OH2:18]>>[CH3:1][CH:2]([CH3:3])[CH2:4][CH:5]([NH:6][C:11](=[O:12])[O:13][CH2:14][CH2:15][O:16][CH3:17])[C:7]([OH:8])=[O:9]. The reactants are C(CCC)[Sn](C#C)(CCCC)CCCC (Tri-n-butylethynyltin), O1C(=CC=C1)P(C=1OC=CC1)C=1OC=CC1 (tri(2-furyl)phosphine), C(C)(=O)OCC (ethyl acetate), C(C)OC(=O)C=1N=CSC1I (4-Ethoxycarbonyl-5-iodothiazole). Reagents/catalysts: C=1C=CC(=CC1)/C=C/C(=O)/C=C/C2=CC=CC=C2.C=1C=CC(=CC1)/C=C/C(=O)/C=C/C2=CC=CC=C2.C=1C=CC(=CC1)/C=C/C(=O)/C=C/C2=CC=CC=C2.[Pd].[Pd] (tris(dibenzylideneacetone)dipalladium(0)), [Cl-].[Zn+2].[Cl-] (zinc chloride). The solvent is [Cl-].[Na+].O (Brine), CN1C(CCC1)=O (N-methyl-2-pyrrolidinone). Run at time 40 minute. The product is C(C)OC(=O)C=1N=CSC1C#C (4-Ethoxycarbonyl-5-ethynylthiazole). Reaction SMILES: [CH2:1]([O:3][C:4]([C:6]1[N:7]=[CH:8][S:9][C:10]=1I)=[O:5])[CH3:2].[CH2:12]([Sn](CCCC)(CCCC)C#C)[CH2:13]CC.O1C=CC=C1P(C1OC=CC=1)C1OC=CC=1.C(OCC)(=O)C>CN1CCCC1=O.[Cl-].[Na+].O.C1C=CC(/C=C/C(/C=C/C2C=CC=CC=2)=O)=CC=1.C1C=CC(/C=C/C(/C=C/C2C=CC=CC=2)=O)=CC=1.C1C=CC(/C=C/C(/C=C/C2C=CC=CC=2)=O)=CC=1.[Pd].[Pd].[Cl-].[Zn+2].[Cl-]>[CH2:1]([O:3][C:4]([C:6]1[N:7]=[CH:8][S:9][C:10]=1[C:12]#[CH:13])=[O:5])[CH3:2] |f:5.6.7,8.9.10.11.12,13.14.15|. Procedure: 4-Ethoxycarbonyl-5-iodothiazole (1.45 g) was dissolved in 25 ml of N-methyl-2-pyrrolidinone. Tri-n-butylethynyltin (1.78 ml), 143 mg of tri(2-furyl)phosphine, 143 mg of tris(dibenzylideneacetone)dipalladium(0), and 1.43 g of zinc chloride were added to the solution under an argon atmosphere, and the mixture was stirred at room temperature for 40 min. Brine and ethyl acetate were added to the reaction solution. The insolubles were removed by filtration through Celite, and the filtrate was extract...